From a dataset of the Open Reaction Database (ORD), a public repository of structured organic reaction records. describe an organic reaction: reactants, conditions, products, and yield The reactants are N1=C(C=CC(=C1)C(=O)O)C(=O)O (pyridine-2,5-dicarboxylic acid), C(C1=CC=CC=C1)O (benzyl alcohol), acid chloride, S(=O)(Cl)Cl (thionyl chloride). The product is N1=C(C=CC(=C1)C(=O)OCC1=CC=CC=C1)C(=O)OCC1=CC=CC=C1 (Dibenzyl pyridine-2,5-dicarboxylate). As a reaction SMILES: [N:1]1[CH:6]=[C:5]([C:7]([OH:9])=[O:8])[CH:4]=[CH:3][C:2]=1[C:10]([OH:12])=[O:11].S(Cl)(Cl)=O.[CH2:17](O)[C:18]1[CH:23]=[CH:22][CH:21]=[CH:20][CH:19]=1>>[N:1]1[CH:6]=[C:5]([C:7]([O:9][CH2:17][C:18]2[CH:23]=[CH:22][CH:21]=[CH:20][CH:19]=2)=[O:8])[CH:4]=[CH:3][C:2]=1[C:10]([O:12][CH2:17][C:18]1[CH:23]=[CH:22][CH:21]=[CH:20][CH:19]=1)=[O:11]. Reported procedure: Analogously to Example 1, 20 g of pyridine-2,5-dicarboxylic acid are converted into the acid chloride with 160 m of thionyl chloride and this is reacted with 25.9 g of benzyl alcohol. The product is recrystallized from ethyl acetate, with the addition of active charcoal. Reactants: BrCCC=1C(=C(C=CC1)OC1=C(C(=CC=C1)CCBr)Cl)Cl (2-bromoethyl-2-chlorophenyl ether), C(C)(C)N (isopropyl amine). Product: Cl.ClC1=C(OCCNC(C)C)C=CC=C1 (N-[2-(2-Chlorophenoxy)ethyl]-1-methylethanamine Hydrochloride). RXN SMILES: BrCCC1C(Cl)=[C:6]([O:10][C:11]2[CH:16]=[CH:15][CH:14]=[C:13](CCBr)[C:12]=2[Cl:20])[CH:7]=CC=1.[CH:22]([NH2:25])([CH3:24])[CH3:23]>>[ClH:20].[Cl:20][C:12]1[CH:13]=[CH:14][CH:15]=[CH:16][C:11]=1[O:10][CH2:6][CH2:7][NH:25][CH:22]([CH3:24])[CH3:23] |f:2.3|. Procedure: Following the procedure of Example 11, 2-bromoethyl-2-chlorophenyl ether was reacted with isopropyl amine (excess) and the reaction mixture processed to give an oil, the free base of the title compound. A portion of the oil was reacted with ethereal hydrogen chloride and the hydrochloride salt recrystallized from methanol-diethyl ether, m.p. 118°-119.5° C. (75%). The reactants are CCOCC, O=Cc1cccnc1, [Cl-], Fc1ccc(CCBr)cc1, [Mg], [NH4+], O. The product is OC(CCc1ccc(F)cc1)c1cccnc1. Reaction SMILES: [CH3:22][CH2:23][O:24][CH2:25][CH3:26].[CH:1]([c:2]1[cH:3][n:4][cH:5][cH:6][cH:7]1)=[O:8].[Cl-:20].[F:10][c:11]1[cH:12][cH:13][c:14]([CH2:17][CH2:18][Br:19])[cH:15][cH:16]1.[Mg:9].[NH4+:21].[OH2:27]>>[CH:1]([c:2]1[cH:3][n:4][cH:5][cH:6][cH:7]1)([OH:8])[CH2:18][CH2:17][c:14]1[cH:13][cH:12][c:11]([F:10])[cH:16][cH:15]1. Reactants: Cc1ccccc1, Cc1nnn(-c2ccc(F)cc2)c1CCl, c1ccc(P(c2ccccc2)c2ccccc2)cc1. The product is [Cl-], Cc1nnn(-c2ccc(F)cc2)c1C[P+](c1ccccc1)(c1ccccc1)c1ccccc1. Reaction SMILES: [CH3:35][c:36]1[cH:37][cH:38][cH:39][cH:40][cH:41]1.[F:1][c:2]1[cH:3][cH:4][c:5](-[n:8]2[n:9][n:10][c:11]([CH3:15])[c:12]2[CH2:13][Cl:14])[cH:6][cH:7]1.[c:16]1([P:22]([c:23]2[cH:24][cH:25][cH:26][cH:27][cH:28]2)[c:29]2[cH:30][cH:31][cH:32][cH:33][cH:34]2)[cH:17][cH:18][cH:19][cH:20][cH:21]1>>[Cl-:14].[F:1][c:2]1[cH:3][cH:4][c:5](-[n:8]2[n:9][n:10][c:11]([CH3:15])[c:12]2[CH2:13][P+:22]([c:16]2[cH:17][cH:18][cH:19][cH:20][cH:21]2)([c:23]2[cH:24][cH:25][cH:26][cH:27][cH:28]2)[c:29]2[cH:30][cH:31][cH:32][cH:33][cH:34]2)[cH:6][cH:7]1. Reactants: [N-]=[N+]=[N-] (azide), CC1=CC=C(C=C1)S(=O)(=O)OCC1OC2=C(C1)C=C(C=C2C2=CC=CC=C2)F ((±)-(5-fluoro-7-phenyl-2,3-dihydro-1-benzofuran-2-yl)methyl 4-methylbenzenesulfonate), N(=[N+]=[N-])CC1OC2=C(C1)C=C(C=C2C2=CC=CC=C2)F ((±)-2-(azidomethyl)-5-fluoro-7-phenyl-2,3-dihydro-1-benzofuran), [N-]=[N+]=[N-].[Na+] (sodium azide), Intermediate 98, hydrochloride salt. The reagents and catalysts are [Pd] (palladium on carbon). Product: FC=1C=C(C2=C(CC(O2)CN)C1)C1=CC=CC=C1 ((±)-1-(5-fluoro-7-phenyl-2,3-dihydro-1-benzofuran-2-yl)methanamine). The yield is 68.0%. RXN SMILES: CC1C=CC(S(OCC2CC3C=C(F)C=C(C4C=CC=CC=4)C=3O2)(=O)=O)=CC=1.[N-]=[N+]=[N-].[Na+].[N:33]([CH2:36][CH:37]1[CH2:41][C:40]2[CH:42]=[C:43]([F:52])[CH:44]=[C:45]([C:46]3[CH:51]=[CH:50][CH:49]=[CH:48][CH:47]=3)[C:39]=2[O:38]1)=[N+]=[N-].[N-]=[N+]=[N-]>[Pd]>[F:52][C:43]1[CH:44]=[C:45]([C:46]2[CH:51]=[CH:50][CH:49]=[CH:48][CH:47]=2)[C:39]2[O:38][CH:37]([CH2:36][NH2:33])[CH2:41][C:40]=2[CH:42]=1 |f:1.2|. Procedure details: Treatment of (±)-(5-fluoro-7-phenyl-2,3-dihydro-1-benzofuran-2-yl)methyl 4-methylbenzenesulfonate (1.50 g, 3.76 mmol) with sodium azide (0.979 g, 15.06 mmol) generally according to the procedure described for Intermediate 98 provided (±)-2-(azidomethyl)-5-fluoro-7-phenyl-2,3-dihydro-1-benzofuran. Treatment of the azide with palladium on carbon (0.101 g, 10 wt. %) generally according to the procedure described for Example 1 provided 0.719 g (68%) of (±)-1-(5-fluoro-7-phenyl-2,3-dihydro-1-benzofur... Starting materials: [Mg+]C1CCCCC1, [Cl-], [Cl-], Cc1ccc(C(=O)O)c(Cl)n1, [NH4+], C1CCOC1. The product is Cc1ccc(C(=O)C2CCCCC2)c(Cl)n1. RXN SMILES: [CH:13]1([Mg+:19])[CH2:14][CH2:15][CH2:16][CH2:17][CH2:18]1.[Cl-:12].[Cl-:20].[Cl:1][c:2]1[c:3]([C:4](=[O:5])[OH:6])[cH:7][cH:8][c:9]([CH3:11])[n:10]1.[NH4+:21].[O:22]1[CH2:23][CH2:24][CH2:25][CH2:26]1>>[Cl:1][c:2]1[c:3]([C:4](=[O:6])[CH:13]2[CH2:14][CH2:15][CH2:16][CH2:17][CH2:18]2)[cH:7][cH:8][c:9]([CH3:11])[n:10]1. The reactants are CCCBr, CCOc1cc(Br)ccc1O, O=C([O-])[O-], [I-], [K+], [K+], [Na+], CN(C)C=O. Product: CCCOc1ccc(Br)cc1OCC. Reaction SMILES: [Br:12][CH2:13][CH2:14][CH3:15].[Br:1][c:2]1[cH:3][c:4]([O:9][CH2:10][CH3:11])[c:5]([OH:8])[cH:6][cH:7]1.[C:18](=[O:19])([O-:20])[O-:21].[I-:17].[K+:22].[K+:23].[Na+:16].[O:24]=[CH:25][N:26]([CH3:27])[CH3:28]>>[Br:1][c:2]1[cH:3][c:4]([O:9][CH2:10][CH3:11])[c:5]([O:8][CH2:13][CH2:14][CH3:15])[cH:6][cH:7]1. Starting materials: N1(C[C@H](CCC1)C(=O)OCC)C(=O)OC(C)(C)C (1-(1,1-dimethylethyl) 3-ethyl (3S)-piperidine-1,3-dicarboxylate), O.NN (hydrazine monohydrate), crude material. Solvent: CCOC(=O)C (EtOAc), CO (MeOH). Product: N(N)C(=O)[C@@H]1CN(CCC1)C(=O)OC(C)(C)C (1,1-dimethylethyl (3S)-3-(hydrazinocarbonyl)piperidine-1-carboxylate). Isolated yield 54.1%. As a reaction SMILES: [N:1]1([C:12]([O:14][C:15]([CH3:18])([CH3:17])[CH3:16])=[O:13])[CH2:6][CH2:5][CH2:4][C@H:3]([C:7](OCC)=[O:8])[CH2:2]1.O.[NH2:20][NH2:21]>CO.CCOC(C)=O>[NH:20]([C:7]([C@H:3]1[CH2:4][CH2:5][CH2:6][N:1]([C:12]([O:14][C:15]([CH3:18])([CH3:17])[CH3:16])=[O:13])[CH2:2]1)=[O:8])[NH2:21] |f:1.2|. Reported procedure: To a solution of 6.28 g (24.4 mmol) of 1-(1,1-dimethylethyl) 3-ethyl (3S)-piperidine-1,3-dicarboxylate in 25 mL of MeOH was added 7.11 mL of hydrazine monohydrate (146 mmol, 5.98 eq.). The mixture was refluxed for 2 h and concentrated. The reaction could be monitored by LC/MS on a reversed-phase column at 220 nm wavelength. The crude material was taken up in EtOAc, and washed with 2×H2O, 1× sat. aqueous NaCl, and dried over Na2SO4. Filtration and concentration afforded 3.21 g of product (54.0% y... The reactants are Cl.N1CCC(CC1)C1=CC=C(C=C1)C=1C=CC(=NC1)NC=1C=NC(=CC1)C(F)(F)F ([5-(4-Piperidin-4-yl-phenyl)-pyridin-2-yl]-(6-trifluoromethyl-pyridin-3-yl)-amine hydrochloride), C(C)(C)N(C(C)C)CC (N,N-diisopropylethylamine), C(C)OC(C(=O)Cl)=O (Chloro-oxo-acetic acid ethyl ester). Solvent: C(Cl)Cl (DCM). Run at time 18 hour. The product is C(C)OC(C(N1CCC(CC1)C1=CC=C(C=C1)C=1C=NC(=CC1)NC=1C=NC(=CC1)C(F)(F)F)=O)=O (Oxo-(4-{4-[6-(6-trifluoromethyl-pyridin-3-ylamino)-pyridin-3-yl]-phenyl}-piperidin-1-yl)-acetic acid ethyl ester). Yield: 99.9%. RXN SMILES: Cl.[NH:2]1[CH2:7][CH2:6][CH:5]([C:8]2[CH:13]=[CH:12][C:11]([C:14]3[CH:15]=[CH:16][C:17]([NH:20][C:21]4[CH:22]=[N:23][C:24]([C:27]([F:30])([F:29])[F:28])=[CH:25][CH:26]=4)=[N:18][CH:19]=3)=[CH:10][CH:9]=2)[CH2:4][CH2:3]1.C(N(CC)C(C)C)(C)C.[CH2:40]([O:42][C:43](=[O:47])[C:44](Cl)=[O:45])[CH3:41]>C(Cl)Cl>[CH2:40]([O:42][C:43](=[O:47])[C:44](=[O:45])[N:2]1[CH2:7][CH2:6][CH:5]([C:8]2[CH:9]=[CH:10][C:11]([C:14]3[CH:19]=[N:18][C:17]([NH:20][C:21]4[CH:22]=[N:23][C:24]([C:27]([F:30])([F:29])[F:28])=[CH:25][CH:26]=4)=[CH:16][CH:15]=3)=[CH:12][CH:13]=2)[CH2:4][CH2:3]1)[CH3:41] |f:0.1|. Procedure details: [5-(4-Piperidin-4-yl-phenyl)-pyridin-2-yl]-(6-trifluoromethyl-pyridin-3-yl)-amine hydrochloride (200 mg, 0.46 mmol) was slurried in DCM (2 mL) and to it was added N,N-diisopropylethylamine (1.320 mL, 7.6 mmol). Chloro-oxo-acetic acid ethyl ester (0.076 mL, 0.69 mmol) was added dropwise, and the reaction was stirred for 18 hours. The reaction mixture was partitioned between EtOAc and water, washed with brine, dried with magnesium sulfate, filtered, and concentrated via rotary evaporation to obtai...